Task: describe an organic reaction: reactants, conditions, products, and yield. Dataset: the Open Reaction Database (ORD), a public repository of structured organic reaction records Reactants: C(#N)C1=C(C=C(C(=C1OCC(F)(F)F)OC)OC)[N+](=O)[O-] (2-cyano-4,5-dimethoxy-3-(2,2,2-trifluoroethoxy)nitrobenzene), [O-]S(=O)S(=O)[O-].[Na+].[Na+] (Na2S2O4), Example 10(f). Run in ClCCl (dichloromethane). Product: C(#N)C1=C(N)C=C(C(=C1OCC(F)(F)F)OC)OC (2-Cyano-4,5-dimethoxy-3-(2,2,2-trifluoroethoxy)aniline). Reaction SMILES: [C:1]([C:3]1[C:8]([O:9][CH2:10][C:11]([F:14])([F:13])[F:12])=[C:7]([O:15][CH3:16])[C:6]([O:17][CH3:18])=[CH:5][C:4]=1[N+:19]([O-])=O)#[N:2].[O-]S(S([O-])=O)=O.[Na+].[Na+]>ClCCl>[C:1]([C:3]1[C:8]([O:9][CH2:10][C:11]([F:12])([F:13])[F:14])=[C:7]([O:15][CH3:16])[C:6]([O:17][CH3:18])=[CH:5][C:4]=1[NH2:19])#[N:2] |f:1.2.3|. Reported procedure: The subtitle compound was prepared from 2-cyano-4,5-dimethoxy-3-(2,2,2-trifluoroethoxy)nitrobenzene using Na2S2O4 following the procedure described in Example 10(f) (87%). Rf 0.27 (dichloromethane). MS m/z 294 (MNH4)+ Reported procedure: According to method II from 2-(6-hydroxy-1-hexylamino)-1-phenylethanol and 3-phenylpropionic acid. Working up by means of chromatography (ethyl acetate/methanol 1:1). Recrystallized as the oxalate from acetone. Melting point: 129°-133° C. The product is OC(CNCCCCCCOC(CCC1=CC=CC=C1)=O)C1=CC=CC=C1.C(C(=O)[O-])(=O)[O-] ([6-(2-Hydroxy-2-phenylethylamino)-1-hexyl]3-phenylpropionate oxalate). Starting materials: OCCCCCCNCC(O)C1=CC=CC=C1 (2-(6-hydroxy-1-hexylamino)-1-phenylethanol), C1(=CC=CC=C1)CCC(=O)O (3-phenylpropionic acid), C(C)(=O)OCC.CO (ethyl acetate methanol). As a reaction SMILES: [OH:1][CH2:2][CH2:3][CH2:4][CH2:5][CH2:6][CH2:7][NH:8][CH2:9][CH:10]([C:12]1[CH:17]=[CH:16][CH:15]=[CH:14][CH:13]=1)[OH:11].[C:18]1([CH2:24][CH2:25][C:26](O)=[O:27])[CH:23]=[CH:22][CH:21]=[CH:20][CH:19]=1.[C:29]([O:32]CC)(=[O:31])C.[CH3:35][OH:36]>>[OH:11][CH:10]([C:12]1[CH:17]=[CH:16][CH:15]=[CH:14][CH:13]=1)[CH2:9][NH:8][CH2:7][CH2:6][CH2:5][CH2:4][CH2:3][CH2:2][O:1][C:26](=[O:27])[CH2:25][CH2:24][C:18]1[CH:23]=[CH:22][CH:21]=[CH:20][CH:19]=1.[C:29]([O-:32])(=[O:31])[C:35]([O-:1])=[O:36] |f:2.3,4.5|.